Dataset: the Open Reaction Database (ORD), a public repository of structured organic reaction records. Task: describe an organic reaction: reactants, conditions, products, and yield Starting materials: C(=O)(C(F)(F)F)O.C(Cl)Cl (TFA DCM), C1=NC=CC2=CC(=CC=C12)C1=NN=C(S1)OC[C@H](CC1=CC=C(C=C1)C(F)(F)F)NC(OC(C)(C)C)=O (tert-butyl (S)-1-(5-(isoquinolin-6-yl)-1,3,4-thiadiazol-2-yloxy)-3-(4-(trifluoromethyl)phenyl)propan-2-ylcarbamate). Conditions: time 30 minute. Yields the product C1=NC=CC2=CC(=CC=C12)C1=NN=C(S1)OC[C@H](CC1=CC=C(C=C1)C(F)(F)F)N ((2S)-1-(5-(isoquinolin-6-yl)-1,3,4-thiadiazol-2-yloxy)-3-(4-(trifluoromethyl)phenyl)propan-2-amine). The yield is 42.0%. RXN SMILES: C(O)(C(F)(F)F)=O.C(Cl)Cl.[CH:11]1[C:20]2[C:15](=[CH:16][C:17]([C:21]3[S:25][C:24]([O:26][CH2:27][C@@H:28]([NH:40]C(=O)OC(C)(C)C)[CH2:29][C:30]4[CH:35]=[CH:34][C:33]([C:36]([F:39])([F:38])[F:37])=[CH:32][CH:31]=4)=[N:23][N:22]=3)=[CH:18][CH:19]=2)[CH:14]=[CH:13][N:12]=1>>[CH:11]1[C:20]2[C:15](=[CH:16][C:17]([C:21]3[S:25][C:24]([O:26][CH2:27][C@@H:28]([NH2:40])[CH2:29][C:30]4[CH:31]=[CH:32][C:33]([C:36]([F:37])([F:39])[F:38])=[CH:34][CH:35]=4)=[N:23][N:22]=3)=[CH:18][CH:19]=2)[CH:14]=[CH:13][N:12]=1 |f:0.1|. Procedure: A 50% TFA/DCM mixture (2 mL) was added to tert-butyl (S)-1-(5-(isoquinolin-6-yl)-1,3,4-thiadiazol-2-yloxy)-3-(4-(trifluoromethyl)phenyl)propan-2-ylcarbamate. After 30 minutes, the reaction mixture was concentrated. The residue was purified by reverse phase C-18 HPLC chromatography to provide (2S)-1-(5-(isoquinolin-6-yl)-1,3,4-thiadiazol-2-yloxy)-3-(4-(trifluoromethyl)phenyl)propan-2-amine (50 mg, 42% over two steps). LCMS 431 (M+H) calc. for C21H18F3N4OS 431.1. 1H NMR (400 MHz, CDCl3): δ ppm 3.1... Yields the product N1(C=NC=C1)CCC1CCC(CC1)N1C=C(C2=C1N=CN=C2N)C2=CC=C(C=C2)OC2=CC=CC=C2 (7-{4-[2-(1H-1-imidazolyl)ethyl]cyclohexyl}-5-(4-phenoxyphenyl)-7H-pyrrolo[2,3-d]pyrimidin-4-amine). Procedure: Imidazole (0.070 g, 1.03 mmol) was added into a solution of 2-{4-[4-amino-5-(4-phenoxyphenyl)-7H-pyrrolo[2,3-d]pyrimidin-7-yl]cyclohexyl}ethyl methanesulfonate (0.052 g, 0.10 mmol) in N,N-dimethylformamide (2 mL). The mixture was stirred at 40° C. for 5 hours. 60% Sodium hydride in mineral oil (0.021 g, 052 mmol) was added and the mixture was stirred at ambient temperature overnight. The solvent was removed under reduced pressure and the residue was purified by preparative RP-HPLC to yield 7-{4-... Reaction conditions: temperature 40 celsius, time 5 hour. Reaction SMILES: [NH:1]1[CH:5]=[CH:4][N:3]=[CH:2]1.CS(O[CH2:11][CH2:12][CH:13]1[CH2:18][CH2:17][CH:16]([N:19]2[C:23]3[N:24]=[CH:25][N:26]=[C:27]([NH2:28])[C:22]=3[C:21]([C:29]3[CH:34]=[CH:33][C:32]([O:35][C:36]4[CH:41]=[CH:40][CH:39]=[CH:38][CH:37]=4)=[CH:31][CH:30]=3)=[CH:20]2)[CH2:15][CH2:14]1)(=O)=O.[H-].[Na+]>CN(C)C=O>[N:1]1([CH2:11][CH2:12][CH:13]2[CH2:18][CH2:17][CH:16]([N:19]3[C:23]4[N:24]=[CH:25][N:26]=[C:27]([NH2:28])[C:22]=4[C:21]([C:29]4[CH:30]=[CH:31][C:32]([O:35][C:36]5[CH:37]=[CH:38][CH:39]=[CH:40][CH:41]=5)=[CH:33][CH:34]=4)=[CH:20]3)[CH2:15][CH2:14]2)[CH:5]=[CH:4][N:3]=[CH:2]1 |f:2.3|. The yield is 63.0%. Run in CN(C=O)C (N,N-dimethylformamide). Reactants: N1C=NC=C1 (Imidazole), CS(=O)(=O)OCCC1CCC(CC1)N1C=C(C2=C1N=CN=C2N)C2=CC=C(C=C2)OC2=CC=CC=C2 (2-{4-[4-amino-5-(4-phenoxyphenyl)-7H-pyrrolo[2,3-d]pyrimidin-7-yl]cyclohexyl}ethyl methanesulfonate), [H-].[Na+] (Sodium hydride). Starting materials: ClC1=CC=C2C(C(NC2=C1)=O)(O)C1CCCC1 (rac-6-chloro-3-cyclopentyl-3-hydroxy-1,3-dihydro-indol-2-one), C([O-])([O-])=O.[K+].[K+] (potassium carbonate), C(C)[SiH](CC)CC (triethylsilane), FC(C(=O)O)(F)F (trifluoroacetic acid). The solvent is C(C)(=O)OCC (ethyl acetate). Reaction conditions: temperature 100 celsius, time 1 hour. Product: ClC1=CC=C2C(C(NC2=C1)=O)C1CCCC1 (rac-6-chloro-3-cyclopentyl-1,3-dihydro-indol-2-one). As a reaction SMILES: [Cl:1][C:2]1[CH:10]=[C:9]2[C:5]([C:6]([CH:13]3[CH2:17][CH2:16][CH2:15][CH2:14]3)(O)[C:7](=[O:11])[NH:8]2)=[CH:4][CH:3]=1.C([SiH](CC)CC)C.FC(F)(F)C(O)=O.C(=O)([O-])[O-].[K+].[K+]>C(OCC)(=O)C>[Cl:1][C:2]1[CH:10]=[C:9]2[C:5]([CH:6]([CH:13]3[CH2:17][CH2:16][CH2:15][CH2:14]3)[C:7](=[O:11])[NH:8]2)=[CH:4][CH:3]=1 |f:3.4.5|. Procedure details: A suspension of rac-6-chloro-3-cyclopentyl-3-hydroxy-1,3-dihydro-indol-2-one (1.0 g, 4 mmol) (from Example 3a, supra) in a mixture of triethylsilane (2 mL, 12.5 mmol) (Aldrich) and trifluoroacetic acid (5 mL, 65 mmol) was heated in a 100° C. bath for 48 hours. After cooling to room temperature, mixture was diluted with ethyl acetate (50 mL). Solid potassium carbonate was added and mixture stirred at room temperature for 1 hour. Mixture was filtered and concentrated. Residue was redissolved in et... Reactants: C(#N)C1=C(C=CC(=C1)OC)OC (2-cyano-1,4-dimethoxybenzene), [H-].[Al+3].[Li+].[H-].[H-].[H-] (lithium aluminum hydride). The solvent is C1CCOC1 (THF). Yields the product NCC1=C(C=CC(=C1)OC)OC (2-aminomethyl-1,4-dimethoxybenzene). Yield: 93.8%. RXN SMILES: [C:1]([C:3]1[CH:8]=[C:7]([O:9][CH3:10])[CH:6]=[CH:5][C:4]=1[O:11][CH3:12])#[N:2].[H-].[Al+3].[Li+].[H-].[H-].[H-]>C1COCC1>[NH2:2][CH2:1][C:3]1[CH:8]=[C:7]([O:9][CH3:10])[CH:6]=[CH:5][C:4]=1[O:11][CH3:12] |f:1.2.3.4.5.6|. Procedure: A sample of 3.12 g of 2-cyano-1,4-dimethoxybenzene was reduced by 1 g of lithium aluminum hydride in 20 mL of THF at 0° C. to yield 3 g of 2-aminomethyl-1,4-dimethoxybenzene. This was then refluxed in a 1:1 (v/v) mixture of acetic acid and 48% aqueous hydrobromic acid overnight. The volatile components were removed under reduced pressure, and the crude 2-aminomethyl-1,4-hydroquinone HBr salt was used “as is” without further purification. Triethylamine (0.4 mL) was added to a mixture of 50 mg of ... The reactants are COc1cc2nccc(Oc3ccc4cc(Br)ccc4c3Br)c2cc1OC, [Li]CCCC, CCCCCC, CC(=O)Cl, C1CCOC1, O. The product is COc1cc2nccc(Oc3ccc4cc(Br)ccc4c3)c2cc1OC. Reaction SMILES: [Br:1][c:2]1[c:3]([O:13][c:14]2[cH:15][cH:16][n:17][c:18]3[cH:19][c:20]([O:26][CH3:27])[c:21]([O:24][CH3:25])[cH:22][c:23]23)[cH:4][cH:5][c:6]2[cH:7][c:8]([Br:12])[cH:9][cH:10][c:11]12.[CH2:34]([Li:35])[CH2:36][CH2:37][CH3:38].[CH3:28][CH2:29][CH2:30][CH2:31][CH2:32][CH3:33].[CH3:39][C:40](=[O:41])[Cl:42].[O:44]1[CH2:45][CH2:46][CH2:47][CH2:48]1.[OH2:43]>>[cH:2]1[c:3]([O:13][c:14]2[cH:15][cH:16][n:17][c:18]3[cH:19][c:20]([O:26][CH3:27])[c:21]([O:24][CH3:25])[cH:22][c:23]23)[cH:4][cH:5][c:6]2[cH:7][c:8]([Br:12])[cH:9][cH:10][c:11]12. Starting materials: [Cl-].[NH4+] (ammonium chloride), N1C=NC=C1 (imidazole), C(C)(C)(C)[Si](Cl)(C)C (t-butyldimethylchlorosilane), COC=1C=C(C=C(C1O)OC)C(C)=O (3′,5′-Dimethoxy-4′-hydroxyacetophenone), [BH4-].[Na+] (sodium borohydride), C(CN)N (ethylenediamine). Run in C(C)(=O)OCC (ethyl acetate), CO (methanol), CO (methanol), CN(C=O)C (dimethylformamide), O1CCCC1 (tetrahydrofuran). Reaction conditions: time 10 hour. Product: [Si](C)(C)(C(C)(C)C)OC1=C(C=C(C=C1OC)C(C)NCCN)OC (N-[1-[4-[[t-butyl(dimethyl)silyl]oxy]-3,5-dimethoxyphenyl]ethyl]ethane-1,2-diamine). Isolated yield 23.1%. Reaction SMILES: [CH3:1][O:2][C:3]1[CH:4]=[C:5]([C:12](=O)[CH3:13])[CH:6]=[C:7]([O:10][CH3:11])[C:8]=1[OH:9].[NH:15]1[CH:19]=[CH:18][N:17]=C1.[C:20]([Si:24]([CH3:27])([CH3:26])Cl)([CH3:23])([CH3:22])[CH3:21].[Cl-].[NH4+].C(N)CN.[BH4-].[Na+]>CN(C)C=O.CO.O1CCCC1.C(OCC)(=O)C>[Si:24]([O:9][C:8]1[C:3]([O:2][CH3:1])=[CH:4][C:5]([CH:12]([NH:17][CH2:18][CH2:19][NH2:15])[CH3:13])=[CH:6][C:7]=1[O:10][CH3:11])([C:20]([CH3:23])([CH3:22])[CH3:21])([CH3:27])[CH3:26] |f:3.4,6.7|. Reported procedure: 3′,5′-Dimethoxy-4′-hydroxyacetophenone (1.00 g) was dissolved in dimethylformamide (4 ml), the solution was added with imidazole (1.04 g) and t-butyldimethylchlorosilane (769 mg), and the mixture was stirred at room temperature for 10 hours. The reaction mixture was added with ethyl acetate and saturated aqueous ammonium chloride, the layers were separated, and the organic layer was successively washed 3 times with distilled water, dried over anhydrous magnesium sulfate and filtered. The filtrat... Reactants: C1(=CC=CC2=CC=CC=C12)OCC(=O)N[C@@H](CC(C)C)C(=O)N[C@@H](CC(O)=NNC(=O)N)C=O ((3S)-3-[N-((1-naphthyloxy)acetyl)leucinyl]amino-4-oxobutanoic acid semicarbazone), C(C)(=O)O (acetic acid), CO (methanol). Run in C=O (formaldehyde), O (water). The product is C1(=CC=CC2=CC=CC=C12)OCC(=O)N[C@@H](CC(C)C)C(=O)N[C@@H](CC(=O)O)C=O ((3S)-3-[N-((1-Naphthyloxy)Acetyl)Leucinyl]Amino-4-Oxobutanoic Acid). Isolated yield 79.0%. RXN SMILES: [C:1]1([O:11][CH2:12][C:13]([NH:15][C@H:16]([C:21]([NH:23][C@H:24]([CH:33]=[O:34])[CH2:25][C:26](=NNC(N)=O)[OH:27])=[O:22])[CH2:17][CH:18]([CH3:20])[CH3:19])=[O:14])[C:10]2[C:5](=[CH:6][CH:7]=[CH:8][CH:9]=2)[CH:4]=[CH:3][CH:2]=1.C(O)(=[O:37])C.CO>C=O.O>[C:1]1([O:11][CH2:12][C:13]([NH:15][C@H:16]([C:21]([NH:23][C@H:24]([CH:33]=[O:34])[CH2:25][C:26]([OH:27])=[O:37])=[O:22])[CH2:17][CH:18]([CH3:20])[CH3:19])=[O:14])[C:10]2[C:5](=[CH:6][CH:7]=[CH:8][CH:9]=2)[CH:4]=[CH:3][CH:2]=1. Procedure details: A solution of (3S)-3-[N-((1-naphthyloxy)acetyl)leucinyl]amino-4-oxobutanoic acid semicarbazone (0.320 g, 0.68 mmol) in 37% aqueous formaldehyde(1.0 mL)-acetic acid(1.0 mL)-methanol(3.0 mL) was stirred at room temperature under nitrogen for 3.5 hrs. The resulting solution was diluted with water and extracted with EtOAc. The extract was washed with water and saturated NaCl solution, dried over anhydrous Na2SO4 and evaporated to dryness. The residue was taken up in EtOAc, filtered through Celite an... Reactants: C(OC(Cl)(Cl)Cl)(OC(Cl)(Cl)Cl)=O (bis(trichloromethyl) carbonate), CC1(CCNCC1)O (4-methyl-piperidin-4-ol), [C@H]1(CCC2=CC=CC=C12)NC1=NC2=CC=C(C=C2C=C1)N ((R)—N2-indan-1-yl-quinoline-2,6-diamine). Yields the product [C@H]1(CCC2=CC=CC=C12)NC1=NC2=CC=C(C=C2C=C1)NC(=O)N1CCC(CC1)(C)O (4-Hydroxy-4-methyl-piperidine-1-carboxylic acid [2-((R)-indan-1-ylamino)-quinolin-6-yl]-amide). As a reaction SMILES: [C:1](=[O:12])(OC(Cl)(Cl)Cl)OC(Cl)(Cl)Cl.[CH3:13][C:14]1([OH:20])[CH2:19][CH2:18][NH:17][CH2:16][CH2:15]1.[C@H:21]1([NH:30][C:31]2[CH:40]=[CH:39][C:38]3[C:33](=[CH:34][CH:35]=[C:36]([NH2:41])[CH:37]=3)[N:32]=2)[C:29]2[C:24](=[CH:25][CH:26]=[CH:27][CH:28]=2)[CH2:23][CH2:22]1>>[C@H:21]1([NH:30][C:31]2[CH:40]=[CH:39][C:38]3[C:33](=[CH:34][CH:35]=[C:36]([NH:41][C:1]([N:17]4[CH2:18][CH2:19][C:14]([OH:20])([CH3:13])[CH2:15][CH2:16]4)=[O:12])[CH:37]=3)[N:32]=2)[C:29]2[C:24](=[CH:25][CH:26]=[CH:27][CH:28]=2)[CH2:23][CH2:22]1. Reported procedure: The title compound was prepared in accordance with the general method 4 described in example 16 from bis(trichloromethyl) carbonate, 4-methyl-piperidin-4-ol and (R)—N2-indan-1-yl-quinoline-2,6-diamine; MS: m/e=417.6 (M+H+).